This data is from the Open Reaction Database (ORD), a public repository of structured organic reaction records. The task is: describe an organic reaction: reactants, conditions, products, and yield The product is ClC=1C=C(C(=O)N(C=2C=NC=CC2C2=C(C=CC=C2)C)C)C=C(C1)F (3-Chloro-5-fluoro-N-methyl-N-(4-o-tolyl-pyridin-3-yl)-benzamide). Solvent: CCCCCCC.CCOC(=O)C (n-heptane EtOAc). Reported procedure: The title compound was prepared in analogy to example 90, from N-methyl-4-o-tolylpyridin-3-amine (example 1, intermediate a) and 3-chloro-5-fluorobenzoic acid (CAS RN 25026-64-6) and using a gradient of n-heptane:EtOAc (100:0 to 30:70) for the chromatographic purification. Yellow solid (17%). MS (ESI): m/z=355.10 [M+H]+. Reactants: CNC=1C=NC=CC1C1=C(C=CC=C1)C (N-methyl-4-o-tolylpyridin-3-amine), ClC=1C=C(C(=O)O)C=C(C1)F (3-chloro-5-fluorobenzoic acid). Reaction SMILES: [CH3:1][NH:2][C:3]1[CH:4]=[N:5][CH:6]=[CH:7][C:8]=1[C:9]1[CH:14]=[CH:13][CH:12]=[CH:11][C:10]=1[CH3:15].[Cl:16][C:17]1[CH:18]=[C:19]([CH:23]=[C:24]([F:26])[CH:25]=1)[C:20]([OH:22])=O>CCCCCCC.CCOC(C)=O>[Cl:16][C:17]1[CH:18]=[C:19]([CH:23]=[C:24]([F:26])[CH:25]=1)[C:20]([N:2]([CH3:1])[C:3]1[CH:4]=[N:5][CH:6]=[CH:7][C:8]=1[C:9]1[CH:14]=[CH:13][CH:12]=[CH:11][C:10]=1[CH3:15])=[O:22] |f:2.3|.